Dataset: the Open Reaction Database (ORD), a public repository of structured organic reaction records. Task: describe an organic reaction: reactants, conditions, products, and yield Reactants: S=C=NCCC1=CCCCC1, CCOC(C)=O, CN(C)C=O, Nc1nccs1. The product is S=C(NCCC1=CCCCC1)Nc1nccs1. RXN SMILES: [C:1]1([CH2:7][CH2:8][N:9]=[C:10]=[S:11])=[CH:2][CH2:3][CH2:4][CH2:5][CH2:6]1.[CH3:18][CH2:19][O:20][C:21](=[O:22])[CH3:23].[CH3:24][N:25]([CH3:26])[CH:27]=[O:28].[NH2:12][c:13]1[s:14][cH:15][cH:16][n:17]1>>[C:1]1([CH2:7][CH2:8][NH:9][C:10](=[S:11])[NH:12][c:13]2[s:14][cH:15][cH:16][n:17]2)=[CH:2][CH2:3][CH2:4][CH2:5][CH2:6]1. Starting materials: BrC1=CC2=C(N1C(C)C)C(N(C2=O)C2=C(C(=CC=C2)Cl)F)C2=C(C=C(C=C2)Cl)C (2-bromo-5-(3-chloro-2-fluoro-phenyl)-6-(4-chloro-2-methyl-phenyl)-1-isopropyl-5,6-dihydro-1H-pyrrolo[3,4-b]pyrrol-4-one), BrC1=CC2=C(N1C(C)C)C(N(C2=O)C2=C(C(=CC=C2)Cl)F)C2=C(C=C(C=C2)Cl)C (2-bromo-5-(3-chloro-2-fluoro-phenyl)-6-(4-chloro-2-methyl-phenyl)-1-isopropyl-5,6-dihydro-1H-pyrrolo[3,4-b]pyrrol-4-one), COC1=C(C=CC=C1)B(O)O (2-methoxyphenylboronic acid), [O-]P(=O)([O-])[O-].[K+].[K+].[K+] (K3PO4). Reagents/catalysts: Cl[Pd]([P](C1=CC=CC=C1)(C2=CC=CC=C2)C3=CC=CC=C3)([P](C4=CC=CC=C4)(C5=CC=CC=C5)C6=CC=CC=C6)Cl ((Ph3P)2PdCl2). Run in CN(C)C=O (DMF). Conditions: temperature 100 celsius. Product: ClC=1C(=C(C=CC1)N1C(C=2N(C(=CC2C1=O)C1=C(C=CC=C1)OC)C(C)C)C1=C(C=C(C=C1)Cl)C)F (5-(3-Chloro-2-fluoro-phenyl)-6-(4-chloro-2-methyl-phenyl)-1-isopropyl-2-(2-methoxy-phenyl)-5,6-dihydro-1H-pyrrolo[3,4-b]pyrrol-4-one). RXN SMILES: Br[C:2]1[N:6]([CH:7]([CH3:9])[CH3:8])[C:5]2[CH:10]([C:22]3[CH:27]=[CH:26][C:25]([Cl:28])=[CH:24][C:23]=3[CH3:29])[N:11]([C:14]3[CH:19]=[CH:18][CH:17]=[C:16]([Cl:20])[C:15]=3[F:21])[C:12](=[O:13])[C:4]=2[CH:3]=1.[CH3:30][O:31][C:32]1[CH:37]=[CH:36][CH:35]=[CH:34][C:33]=1B(O)O.[O-]P([O-])([O-])=O.[K+].[K+].[K+]>CN(C=O)C.Cl[Pd](Cl)([P](C1C=CC=CC=1)(C1C=CC=CC=1)C1C=CC=CC=1)[P](C1C=CC=CC=1)(C1C=CC=CC=1)C1C=CC=CC=1>[Cl:20][C:16]1[C:15]([F:21])=[C:14]([N:11]2[C:12](=[O:13])[C:4]3[CH:3]=[C:2]([C:33]4[CH:34]=[CH:35][CH:36]=[CH:37][C:32]=4[O:31][CH3:30])[N:6]([CH:7]([CH3:8])[CH3:9])[C:5]=3[CH:10]2[C:22]2[CH:27]=[CH:26][C:25]([Cl:28])=[CH:24][C:23]=2[CH3:29])[CH:19]=[CH:18][CH:17]=1 |f:2.3.4.5,^1:56,75|. Procedure details: A degassed mixture of 2-bromo-5-(3-chloro-2-fluoro-phenyl)-6-(4-chloro-2-methyl-phenyl)-1-isopropyl-5,6-dihydro-1H-pyrrolo[3,4-b]pyrrol-4-one (Intermediate A) (0.392 mmol), 2-methoxyphenylboronic acid [5720-06-9] (0.549 mmol), (Ph3P)2PdCl2 (0.039 mmol) and K3PO4 (1.569 mmol) in DMF (4 mL) was heated at 100° C. for 8 h. After cooling to rt, the reaction mixture was concentrated. The residue was diluted with a saturated aqueous solution of NaHCO3 and extracted with EtOAc (3×). The combined organic... Starting materials: CO, COC(=O)Cc1ccccc1C#N, Cl, [H][H]. The product is COC(=O)Cc1ccccc1CN, Cl. Reaction SMILES: [CH3:17][OH:18].[CH3:1][O:2][C:3]([CH2:4][c:5]1[c:6]([C:11]#[N:12])[cH:7][cH:8][cH:9][cH:10]1)=[O:13].[ClH:14].[H:15][H:16]>>[CH3:1][O:2][C:3]([CH2:4][c:5]1[c:6]([CH2:11][NH2:12])[cH:7][cH:8][cH:9][cH:10]1)=[O:13].[ClH:14]. Reported procedure: A mixture of 2-methyl-1-phenyl-2-propanamine hydrochloride (742 mg, 4 mmol), 4,6-dichloro-2-pyrimidinamine (438 mg, 2.67 mmol) and Hunig's base (1.55 g, 12 mmol) in CH3CN (8 mL) was stirred and heated for 6 hours at 160° C. in a Biotage Initiator microwave synthesizer. The mixture was cooled to room temperature and concentrated to dryness. The resulting solids were partitioned between EtOAc and water, and the organic layer was dried over Na2SO4, filtered and concentrated to dryness. Purification... Run at temperature 160 celsius. The yield is 50.5%. As a reaction SMILES: Cl.[CH3:2][C:3]([NH2:12])([CH3:11])[CH2:4][C:5]1[CH:10]=[CH:9][CH:8]=[CH:7][CH:6]=1.[Cl:13][C:14]1[CH:19]=[C:18](Cl)[N:17]=[C:16]([NH2:21])[N:15]=1.CCN(C(C)C)C(C)C>CC#N>[Cl:13][C:14]1[N:15]=[C:16]([NH2:21])[N:17]=[C:18]([NH:12][C:3]([CH3:2])([CH3:11])[CH2:4][C:5]2[CH:10]=[CH:9][CH:8]=[CH:7][CH:6]=2)[CH:19]=1 |f:0.1|. Solvent: CC#N (CH3CN). The product is ClC1=CC(=NC(=N1)N)NC(CC1=CC=CC=C1)(C)C (6-Chloro-N4-(1,1-dimethyl-2-phenylethyl)-2,4-pyrimidinediamine). Reactants: Cl.CC(CC1=CC=CC=C1)(C)N (2-methyl-1-phenyl-2-propanamine hydrochloride), ClC1=NC(=NC(=C1)Cl)N (4,6-dichloro-2-pyrimidinamine), CCN(C(C)C)C(C)C (Hunig's base). Starting materials: CCC(CC)c1cc(C)nn2c(-c3sc(Br)nc3C(F)(F)F)c(C)nc12, O=C([O-])[O-], C1CCOC1, CNC, [Cs+], [Cs+]. Product: CCC(CC)c1cc(C)nn2c(-c3sc(N(C)C)nc3C(F)(F)F)c(C)nc12. As a reaction SMILES: [Br:1][c:2]1[s:3][c:4](-[c:11]2[c:12]([CH3:26])[n:13][c:14]3[n:15]2[n:16][c:17]([CH3:25])[cH:18][c:19]3[CH:20]([CH2:21][CH3:22])[CH2:23][CH3:24])[c:5]([C:7]([F:8])([F:9])[F:10])[n:6]1.[C:27](=[O:28])([O-:29])[O-:30].[CH2:36]1[O:37][CH2:38][CH2:39][CH2:40]1.[CH3:33][NH:34][CH3:35].[Cs+:31].[Cs+:32]>>[c:2]1([N:34]([CH3:33])[CH3:35])[s:3][c:4](-[c:11]2[c:12]([CH3:26])[n:13][c:14]3[n:15]2[n:16][c:17]([CH3:25])[cH:18][c:19]3[CH:20]([CH2:21][CH3:22])[CH2:23][CH3:24])[c:5]([C:7]([F:8])([F:9])[F:10])[n:6]1. RXN SMILES: [CH2:1](Br)[CH:2]=[CH2:3].[CH2:5]([OH:11])[CH2:6][O:7][CH2:8][CH2:9][OH:10]>C1COCC1.[H-].[Na+]>[CH2:1]([O:11][CH2:5][CH2:6][O:7][CH2:8][CH2:9][OH:10])[CH:2]=[CH2:3] |f:2.3.4|. The reactants are C(C=C)Br (allyl bromide), C(COCCO)O (diethylene glycol). Solvent: C1CCOC1.[H-].[Na+] (THF NaH). Product: C(C=C)OCCOCCO (Diethylene glycol monoallyl ether). The yield is 82.0%. Procedure details: Diethylene glycol monoallyl ether was prepared by reacting allyl bromide with excess diethylene glycol in THF-NaH (tetrahydrofuran-sodium hydride). The product was obtained in 82% yield after distillation. b.p.=96-99° C./7 mmHg. The reactants are N1CCC(CC1)C1=C2CC(NC2=CC=C1)=O (4-piperidin-4-yl-1,3-dihydroindol-2-one), C(C1=CC=CC=C1)NC(=O)C1=CNC(=C1C)C=O (5-formyl-4-methyl-1H-pyrrole-3-carboxylic acid benzylamide). The reagents and catalysts are N1CCCCC1 (piperidine). The solvent is C(C)O (ethanol). Run at time 7 day. Yields the product C(C1=CC=CC=C1)NC(=O)C1=CNC(=C1C)C=C1C(NC2=CC=CC(=C12)C1CCNCC1)=O (4-Methyl-5-(2-oxo-4-piperidin-4-yl-1,2-dihydroindol-3-ylidene-methyl)-1H-pyrrole-3-carboxylic Acid Benzylamide). Reaction SMILES: [NH:1]1[CH2:6][CH2:5][CH:4]([C:7]2[CH:15]=[CH:14][CH:13]=[C:12]3[C:8]=2[CH2:9][C:10](=[O:16])[NH:11]3)[CH2:3][CH2:2]1.[CH2:17]([NH:24][C:25]([C:27]1[C:31]([CH3:32])=[C:30]([CH:33]=O)[NH:29][CH:28]=1)=[O:26])[C:18]1[CH:23]=[CH:22][CH:21]=[CH:20][CH:19]=1>N1CCCCC1.C(O)C>[CH2:17]([NH:24][C:25]([C:27]1[C:31]([CH3:32])=[C:30]([CH:33]=[C:9]2[C:8]3[C:12](=[CH:13][CH:14]=[CH:15][C:7]=3[CH:4]3[CH2:3][CH2:2][NH:1][CH2:6][CH2:5]3)[NH:11][C:10]2=[O:16])[NH:29][CH:28]=1)=[O:26])[C:18]1[CH:19]=[CH:20][CH:21]=[CH:22][CH:23]=1. Reported procedure: A mixture of 4-piperidin-4-yl-1,3-dihydroindol-2-one (54 mg, 0.25 mmol), 5-formyl-4-methyl-1H-pyrrole-3-carboxylic acid benzylamide (63.5 mg, 0.2625 mmol) and piperidine (2 drops) in ethanol (0.5 mL) was stirred at room temperature for 7 days. The precipitate which formed was collected by vacuum filtration, washed with ethanol and dried to give the title compound. The reactants are C=O (Formaldehyde), NCC(CNC1=NC=CC(=N1)NC1=C(C=CC(=C1)NC(=O)C1=CC(=NC=C1)N1CCOCC1)C)O (2-(3-amino-2-hydroxypropylamino)-4-[2-methyl-5-(2-morpholinopyrid-4-ylcarbonylamino)anilino]pyrimidine), C(#N)[BH3-].[Na+] (sodium cyanoborohydride), C(C)O (ethanol). The solvent is O (water), C(C)(=O)O (Acetic acid). Reaction conditions: time 3 hour. Product: CN(CC(CNC1=NC=CC(=N1)NC1=C(C=CC(=C1)NC(=O)C1=CC(=NC=C1)N1CCOCC1)C)O)C (2-(3-Dimethylamino-2-hydroxypropylamino)-4-[2-methyl-5-(2-morpholinopyrid-4-ylcarbonylamino)anilino]pyrimidine). RXN SMILES: C=O.N[CH2:4][CH:5]([OH:37])[CH2:6][NH:7][C:8]1[N:13]=[C:12]([NH:14][C:15]2[CH:20]=[C:19]([NH:21][C:22]([C:24]3[CH:29]=[CH:28][N:27]=[C:26]([N:30]4[CH2:35][CH2:34][O:33][CH2:32][CH2:31]4)[CH:25]=3)=[O:23])[CH:18]=[CH:17][C:16]=2[CH3:36])[CH:11]=[CH:10][N:9]=1.[C:38]([BH3-])#[N:39].[Na+].[CH2:42](O)C>C(O)(=O)C.O>[CH3:42][N:39]([CH3:38])[CH2:4][CH:5]([OH:37])[CH2:6][NH:7][C:8]1[N:13]=[C:12]([NH:14][C:15]2[CH:20]=[C:19]([NH:21][C:22]([C:24]3[CH:29]=[CH:28][N:27]=[C:26]([N:30]4[CH2:35][CH2:34][O:33][CH2:32][CH2:31]4)[CH:25]=3)=[O:23])[CH:18]=[CH:17][C:16]=2[CH3:36])[CH:11]=[CH:10][N:9]=1 |f:2.3|. Reported procedure: Formaldehyde (40% solution in water, 0.2 ml) was added to a suspension of 2-(3-amino-2-hydroxypropylamino)-4-[2-methyl-5-(2-morpholinopyrid-4-ylcarbonylamino)anilino]pyrimidine (0.1 g) and sodium cyanoborohydride (0.04 g) in a 3:1 mixture of ethanol and water (16 ml). Acetic acid (0.5 ml) was added to take the pH to approximately 4. The mixture was stirred at ambient temperature for 3 hours. The ethanol was evaporated and a saturated aqueous sodium bicarbonate solution was added to the residue t... Starting materials: N#CCCCl, FC(F)(F)c1cccc(S)c1, [Na+], [OH-], O. Product: N#CCCSc1cccc(C(F)(F)F)c1. As a reaction SMILES: [Cl:14][CH2:15][CH2:16][C:17]#[N:18].[F:1][C:2]([c:3]1[cH:4][c:5]([SH:9])[cH:6][cH:7][cH:8]1)([F:10])[F:11].[Na+:13].[OH-:12].[OH2:19]>>[F:1][C:2]([c:3]1[cH:4][c:5]([S:9][CH2:15][CH2:16][C:17]#[N:18])[cH:6][cH:7][cH:8]1)([F:10])[F:11]. Reactants: [BH4-], CC(=O)OC1C=CC(N(C(=O)OC(C)(C)C)C(=O)OC(C)(C)C)C1, CC(=O)O, CC(C)O, [Na+], C1CCOC1, c1ccc(P(c2ccccc2)(c2ccccc2)[Pd](P(c2ccccc2)(c2ccccc2)c2ccccc2)(P(c2ccccc2)(c2ccccc2)c2ccccc2)P(c2ccccc2)(c2ccccc2)c2ccccc2)cc1. Yields the product CC(C)(C)OC(=O)N(C(=O)OC(C)(C)C)C1C=CCC1. As a reaction SMILES: [BH4-:25].[C:1]([O:2][CH:5]1[CH:6]=[CH:7][CH:8]([N:10]([C:11](=[O:12])[O:13][C:14]([CH3:15])([CH3:16])[CH3:17])[C:18](=[O:19])[O:20][C:21]([CH3:22])([CH3:23])[CH3:24])[CH2:9]1)(=[O:3])[CH3:4].[CH3:27][C:28](=[O:29])[OH:30].[CH:31]([OH:32])([CH3:33])[CH3:34].[Na+:26].[O:35]1[CH2:36][CH2:37][CH2:38][CH2:39]1.[cH:40]1[cH:41][cH:42][c:43]([P:44]([Pd:45]([P:46]([c:47]2[cH:48][cH:49][cH:50][cH:51][cH:52]2)([c:53]2[cH:54][cH:55][cH:56][cH:57][cH:58]2)[c:59]2[cH:60][cH:61][cH:62][cH:63][cH:64]2)([P:65]([c:66]2[cH:67][cH:68][cH:69][cH:70][cH:71]2)([c:72]2[cH:73][cH:74][cH:75][cH:76][cH:77]2)[c:78]2[cH:79][cH:80][cH:81][cH:82][cH:83]2)[P:84]([c:85]2[cH:86][cH:87][cH:88][cH:89][cH:90]2)([c:91]2[cH:92][cH:93][cH:94][cH:95][cH:96]2)[c:97]2[cH:98][cH:99][cH:100][cH:101][cH:102]2)([c:103]2[cH:104][cH:105][cH:106][cH:107][cH:108]2)[c:109]2[cH:110][cH:111][cH:112][cH:113][cH:114]2)[cH:115][cH:116]1>>[CH2:5]1[CH:6]=[CH:7][CH:8]([N:10]([C:11](=[O:12])[O:13][C:14]([CH3:15])([CH3:16])[CH3:17])[C:18](=[O:19])[O:20][C:21]([CH3:22])([CH3:23])[CH3:24])[CH2:9]1.